This data is from the Open Reaction Database (ORD), a public repository of structured organic reaction records. The task is: describe an organic reaction: reactants, conditions, products, and yield Reactants: COC(=O)c1ccccc1COc1ccc(CCOc2ccc(OS(C)(=O)=O)cc2)cc1, Cl, C1CCOC1, O. Product: CS(=O)(=O)Oc1ccc(OCCc2ccc(OCc3ccccc3C(=O)O)cc2)cc1. As a reaction SMILES: [CH3:1][S:2](=[O:3])(=[O:4])[O:5][c:6]1[cH:7][cH:8][c:9]([O:10][CH2:11][CH2:12][c:13]2[cH:14][cH:15][c:16]([O:17][CH2:18][c:19]3[c:20]([C:21](=[O:22])[O:23][CH3:24])[cH:25][cH:26][cH:27][cH:28]3)[cH:29][cH:30]2)[cH:31][cH:32]1.[ClH:39].[O:33]1[CH2:34][CH2:35][CH2:36][CH2:37]1.[OH2:38]>>[CH3:1][S:2](=[O:3])(=[O:4])[O:5][c:6]1[cH:7][cH:8][c:9]([O:10][CH2:11][CH2:12][c:13]2[cH:14][cH:15][c:16]([O:17][CH2:18][c:19]3[c:20]([C:21](=[O:22])[OH:23])[cH:25][cH:26][cH:27][cH:28]3)[cH:29][cH:30]2)[cH:31][cH:32]1. The reactants are O=C(Cl)c1ccccc1C(F)(F)F, Nc1cccnc1Cl, c1ccncc1. Yields the product O=C(Nc1cccnc1Cl)c1ccccc1C(F)(F)F. As a reaction SMILES: [F:9][C:10]([c:11]1[c:12]([C:13](=[O:14])[Cl:15])[cH:16][cH:17][cH:18][cH:19]1)([F:20])[F:21].[NH2:1][c:2]1[c:3]([Cl:8])[n:4][cH:5][cH:6][cH:7]1.[cH:22]1[cH:23][cH:24][n:25][cH:26][cH:27]1>>[NH:1]([c:2]1[c:3]([Cl:8])[n:4][cH:5][cH:6][cH:7]1)[C:13]([c:12]1[c:11]([C:10]([F:9])([F:20])[F:21])[cH:19][cH:18][cH:17][cH:16]1)=[O:14]. Reactants: CC(C)(C)CN1Cc2c(cc(Cl)c3[nH]ncc23)CC(CC(=O)N2CCC(N3Cc4ccccc4NC3=O)CC2)C1=O, Cl, O=c1[nH]c2c(F)cccc2cc1C1CCNCC1. The product is CC(C)(C)CN1Cc2c(cc(Cl)c3[nH]ncc23)CC(CC(=O)N2CCC(c3cc4cccc(F)c4[nH]c3=O)CC2)C1=O. As a reaction SMILES: [Cl:20][c:21]1[cH:22][c:23]2[c:24]([c:25]3[cH:26][n:27][nH:28][c:29]13)[CH2:30][N:31]([CH2:56][C:57]([CH3:58])([CH3:59])[CH3:60])[C:32](=[O:55])[CH:33]([CH2:35][C:36]([N:37]1[CH2:38][CH2:39][CH:40]([N:41]3[CH2:42][c:43]4[c:44]([cH:45][cH:46][cH:47][cH:48]4)[NH:49][C:50]3=[O:51])[CH2:52][CH2:53]1)=[O:54])[CH2:34]2.[ClH:1].[F:2][c:3]1[cH:4][cH:5][cH:6][c:7]2[cH:8][c:9]([CH:14]3[CH2:15][CH2:16][NH:17][CH2:18][CH2:19]3)[c:10](=[O:13])[nH:11][c:12]12>>[F:2][c:3]1[cH:4][cH:5][cH:6][c:7]2[cH:8][c:9]([CH:14]3[CH2:15][CH2:16][N:17]([C:36]([CH2:35][CH:33]4[C:32](=[O:55])[N:31]([CH2:56][C:57]([CH3:58])([CH3:59])[CH3:60])[CH2:30][c:24]5[c:23]([cH:22][c:21]([Cl:20])[c:29]6[c:25]5[cH:26][n:27][nH:28]6)[CH2:34]4)=[O:54])[CH2:18][CH2:19]3)[c:10](=[O:13])[nH:11][c:12]12. Reactants: C(C1=CC=CC=C1)C(C(=O)O)=C (a-Benzylacrylic acid), BF3 ·Et2O, C(=O)(O)[O-].[Na+] (NaHCO3). The solvent is CO (methanol). Yields the product C(C1=CC=CC=C1)C(C(=O)OC)=C (Methyl a-Benzylacrylate). The yield is 95.0%. As a reaction SMILES: [CH2:1]([C:8](=[CH2:12])[C:9]([OH:11])=[O:10])[C:2]1[CH:7]=[CH:6][CH:5]=[CH:4][CH:3]=1.[C:13]([O-])(O)=O.[Na+]>CO>[CH2:1]([C:8](=[CH2:12])[C:9]([O:11][CH3:13])=[O:10])[C:2]1[CH:7]=[CH:6][CH:5]=[CH:4][CH:3]=1 |f:1.2|. Procedure: a-Benzylacrylic acid (1.00 g, 6.17 mmol) in methanol (20 ml) was treated with BF3 ·Et2O (2 ml). The mixture was heated to reflux for 14 h, cooled, and poured into saturated NaHCO3 solution. Extraction with ether followed by drying over Na2SO4 and evaporation afforded 1.03 g (95%) of a mobile oil. 1H NMR (CDCl3) δ 7.17-7.35 (m,5H), 6.23 (m,1H), 5.47 (m,1H), 3.74 (s,3H), 3.63 (s,2H).